This data is from the Open Reaction Database (ORD), a public repository of structured organic reaction records. The task is: describe an organic reaction: reactants, conditions, products, and yield Starting materials: O (water), ClC1=CC(=C(C2=C1C=C(O2)C(C)O)N2C(N(C(=CC2=O)C(F)(F)F)C)=O)F (3-[4-chloro-2-(1-hydroxyethyl)-6-fluorobenzofuran-7-yl]-1-methyl-6-trifluoromethyluracil), C1(=CC=CC=C1)P(C1=CC=CC=C1)C1=CC=CC=C1 (triphenylphosphine), C1(=C(C(=O)C(=C(C1=O)Cl)Cl)Cl)Cl (chloranil). Solvent: C(C)#N (acetonitrile). Conditions: time 2 hour. Product: ClC1=CC(=C(C2=C1C=C(O2)C(C)Cl)N2C(N(C(=CC2=O)C(F)(F)F)C)=O)F (3-[4-chloro-2-(1-chloroethyl)-6-fluorobenzofuran-7-yl]-1-methyl-6-trifluoromethyluracil). The yield is 98.0%. RXN SMILES: [Cl:1][C:2]1[C:7]2[CH:8]=[C:9]([CH:11](O)[CH3:12])[O:10][C:6]=2[C:5]([N:14]2[C:19](=[O:20])[CH:18]=[C:17]([C:21]([F:24])([F:23])[F:22])[N:16]([CH3:25])[C:15]2=[O:26])=[C:4]([F:27])[CH:3]=1.C1(P(C2C=CC=CC=2)C2C=CC=CC=2)C=CC=CC=1.C1(Cl)C(=O)C([Cl:55])=C(Cl)C(=O)C=1Cl.O>C(#N)C>[Cl:1][C:2]1[C:7]2[CH:8]=[C:9]([CH:11]([Cl:55])[CH3:12])[O:10][C:6]=2[C:5]([N:14]2[C:19](=[O:20])[CH:18]=[C:17]([C:21]([F:23])([F:24])[F:22])[N:16]([CH3:25])[C:15]2=[O:26])=[C:4]([F:27])[CH:3]=1. Procedure: 0.50 g (1.2 mmol) of 3-[4-chloro-2-(1-hydroxyethyl)-6-fluorobenzofuran-7-yl]-1-methyl-6-trifluoromethyluracil and 0.64 g (2.5 mmol) of triphenylphosphine were dissolved in 20 ml of acetonitrile, and 0.60 g (2.5 mmol) of chloranil was added thereto at room temperature. After stirring at room temperature for 2 hours, the reaction solution was poured into water and extracted with ethyl acetate. The organic layer was washed sequentially with water and a 5% potassium carbonate aqueous solution and th... Starting materials: COC(COC1=CC(=CC=C1)NC=1C2=C(N=CN1)OC(=C2C2=CC=C(C=C2)OC)C2=CC=CC=C2)=O (3-{[5-(4-methoxyphenyl)-6-phenylfuro[2,3-d]pyrimidin-4-yl]amino}phenoxyacetic acid methyl ester), [OH-].[Na+] (sodium hydroxide). Solvent: C1CCOC1 (THF). Reaction conditions: temperature 50 celsius, time 1 hour. Yields the product COC1=CC=C(C=C1)C1=C(OC=2N=CN=C(C21)NC=2C=C(OCC(=O)O)C=CC2)C2=CC=CC=C2 (3-{[5-(4-Methoxyphenyl)-6-phenylfuro[2,3-d]pyrimidin-4-yl]amino}phenoxyacetic acid). Reaction SMILES: C[O:2][C:3](=[O:36])[CH2:4][O:5][C:6]1[CH:11]=[CH:10][CH:9]=[C:8]([NH:12][C:13]2[C:14]3[C:21]([C:22]4[CH:27]=[CH:26][C:25]([O:28][CH3:29])=[CH:24][CH:23]=4)=[C:20]([C:30]4[CH:35]=[CH:34][CH:33]=[CH:32][CH:31]=4)[O:19][C:15]=3[N:16]=[CH:17][N:18]=2)[CH:7]=1.[OH-].[Na+]>C1COCC1>[CH3:29][O:28][C:25]1[CH:24]=[CH:23][C:22]([C:21]2[C:14]3[C:13]([NH:12][C:8]4[CH:7]=[C:6]([CH:11]=[CH:10][CH:9]=4)[O:5][CH2:4][C:3]([OH:36])=[O:2])=[N:18][CH:17]=[N:16][C:15]=3[O:19][C:20]=2[C:30]2[CH:35]=[CH:34][CH:33]=[CH:32][CH:31]=2)=[CH:27][CH:26]=1 |f:1.2|. Reported procedure: Dissolve 1000 mg (2.08 mmol) of 3-{[5-(4-methoxyphenyl)-6-phenylfuro[2,3-d]pyrimidin-4-yl]amino}phenoxyacetic acid methyl ester in 10 ml of THF, add 4.2 ml of 1N sodium hydroxide solution at RT and stir at 50° C. for 1 h. Cool to RT and remove the THF under reduced pressure. Add water to the residue and then, with ice cooling, 1N hydrochloric acid. Filter off the precipitated solid, wash repeatedly with water and dry at 40° C. under reduced pressure. 913.7 mg (92.5% of theory) of the target comp... The reactants are BrC1=CC=CC=2NC=NC21 (4-bromo-1H-benzimidazole), O.O.[I-].[Na+] (sodium iodide dihydrate), CNCCNC (N,N′-dimethylethylenediamine). Reagents/catalysts: [Cu]I (copper(I) iodide). Run in O (water), N (ammonia), O1CCOCC1 (dioxane). Product: IC1=CC=CC=2NC=NC21 (4-Iodo-1H-benzimidazole). The yield is 155.9%. Reaction SMILES: Br[C:2]1[C:10]2[N:9]=[CH:8][NH:7][C:6]=2[CH:5]=[CH:4][CH:3]=1.O.O.[I-:13].[Na+].CNCCNC>O1CCOCC1.O.N.[Cu]I>[I:13][C:2]1[C:10]2[N:9]=[CH:8][NH:7][C:6]=2[CH:5]=[CH:4][CH:3]=1 |f:1.2.3.4|. Procedure details: Two reactions were set up as follows: A mixture of 4-bromo-1H-benzimidazole (725 mg, 3.68 mmol), sodium iodide dihydrate (1.37 g, 7.36 mmol), copper(I) iodide (70 mg, 0.37 mmol) and N,N′-dimethylethylenediamine (78 μL, 65 mg, 0.74 mmol) in dioxane (8 mL) was irradiated at 150° C. in a microwave reactor for 2.5 hours. The two reaction mixtures were combined, diluted with water (90 mL) and conc. ammonia (20 mL), then extracted with ethyl acetate (3×50 mL). The combined organic layers were washed w... The reactants are ClS(=O)(=O)C=1C=CC(=C(C1)C=1NC(C2=C(N1)C(=NN2C)CCC)=O)O (5-(5-chlorosulphonyl-2-hydroxyphenyl)-1-methyl-3-n-propyl-1,6-dihydro-7H-pyrazolo[4,3-d]pyrimidin-7-one), CN1CCNCC1 (N-methylpiperazine). Solvent: C(C)O (ethanol). Yields the product OC1=C(C=C(C=C1)S(=O)(=O)N1CCN(CC1)C)C=1NC(C2=C(N1)C(=NN2C)CCC)=O (5-[2-Hydroxy-5-(4-methylpiperazinylsulphonyl)phenyl]-1-methyl-3-n-propyl-1,6-dihydro-7H-pyrazolo[4,3-d]pyrimidin-7-one). Yield: 97.0%. RXN SMILES: Cl[S:2]([C:5]1[CH:6]=[CH:7][C:8]([OH:25])=[C:9]([C:11]2[NH:12][C:13](=[O:24])[C:14]3[N:19]([CH3:20])[N:18]=[C:17]([CH2:21][CH2:22][CH3:23])[C:15]=3[N:16]=2)[CH:10]=1)(=[O:4])=[O:3].[CH3:26][N:27]1[CH2:32][CH2:31][NH:30][CH2:29][CH2:28]1>C(O)C>[OH:25][C:8]1[CH:7]=[CH:6][C:5]([S:2]([N:30]2[CH2:31][CH2:32][N:27]([CH3:26])[CH2:28][CH2:29]2)(=[O:4])=[O:3])=[CH:10][C:9]=1[C:11]1[NH:12][C:13](=[O:24])[C:14]2[N:19]([CH3:20])[N:18]=[C:17]([CH2:21][CH2:22][CH3:23])[C:15]=2[N:16]=1. Procedure: A solution of 5-(5-chlorosulphonyl-2-hydroxyphenyl)-1-methyl-3-n-propyl-1,6-dihydro-7H-pyrazolo[4,3-d]pyrimidin-7-one (0.235 g, 0.0006 mol) and N-methylpiperazine (0.5 ml, 0.0045 mol) in ethanol (40 ml) was stirred at room temperature for 18 hours. The solution was evaporated under vacuum and the residue partitioned between ethyl acetate (40 ml) and water (40 ml). The fine precipitate was filtered off, washed with water then ethyl acetate, and crystallised from ethyl acetate/DMF to give the titl... Reactants: C(CCC)[Li] (n-Butyllithium), solution, C(C1=CC=CC=C1)#N (Benzonitrile), O.O.O.O.O.O.O.[Cl-].[Ce+3].[Cl-].[Cl-] (Cerium chloride heptahydrate). Solvent: hexanes, O1CCCC1 (tetrahydrofuran), O1CCCC1 (tetrahydrofuran). Reaction conditions: time 2 hour. The product is C(CCC)C(C1=CC=CC=C1)(CCCC)N (α,α-Dibutylbenzylamine). The yield is 90.0%. RXN SMILES: O.O.O.O.O.O.O.[Cl-].[Ce+3].[Cl-].[Cl-].[CH2:12]([Li])[CH2:13][CH2:14][CH3:15].[C:17](#[N:24])[C:18]1[CH:23]=[CH:22][CH:21]=[CH:20][CH:19]=1>O1CCCC1>[CH2:12]([C:17]([NH2:24])([CH2:12][CH2:13][CH2:14][CH3:15])[C:18]1[CH:23]=[CH:22][CH:21]=[CH:20][CH:19]=1)[CH2:13][CH2:14][CH3:15] |f:0.1.2.3.4.5.6.7.8.9.10|. Reported procedure: Cerium chloride heptahydrate (15.0 g 40.2 mmol) was dried with magnetic stirring at 140°-150° under 0.1 mm vacuum for two hours. Nitrogen was admitted and the flask containing the solid was cooled with an ice bath. Anhydrous tetrahydrofuran (80 mL) was added and the suspension was stirred at room temperature for 2 hours. n-Butyllithium (24 mL of a 1.6M solution in hexanes, 40 mmol) was added below -55° by syringe, and the mixture was stirred in a dry ice acetone bath for 30 minutes. Benzonitrile...